describe an organic reaction: reactants, conditions, products, and yield From a dataset of the Open Reaction Database (ORD), a public repository of structured organic reaction records. The reactants are N1CCC(CC1)C(=O)N (Piperidine-4-carboxamide), ClC1=C(C=C(C=C1OC)C1=NC=CC(=C1)CCl)OC (2-(4-chloro-3,5-dimethoxyphenyl) 4-chloromethyl pyridine). The product is ClC1=C(C=C(C=C1OC)C1=NC=CC(=C1)CN1CCC(CC1)C(=O)N)OC (1-[[2-(4-Chloro-3,5-dimethoxyphenyl)pyridin-4-yl]methyl]piperidine-4-carboxamide). RXN SMILES: [NH:1]1[CH2:6][CH2:5][CH:4]([C:7]([NH2:9])=[O:8])[CH2:3][CH2:2]1.[Cl:10][C:11]1[C:16]([O:17][CH3:18])=[CH:15][C:14]([C:19]2[CH:24]=[C:23]([CH2:25]Cl)[CH:22]=[CH:21][N:20]=2)=[CH:13][C:12]=1[O:27][CH3:28]>>[Cl:10][C:11]1[C:16]([O:17][CH3:18])=[CH:15][C:14]([C:19]2[CH:24]=[C:23]([CH2:25][N:1]3[CH2:6][CH2:5][CH:4]([C:7]([NH2:9])=[O:8])[CH2:3][CH2:2]3)[CH:22]=[CH:21][N:20]=2)=[CH:13][C:12]=1[O:27][CH3:28]. Procedure details: Piperidine-4-carboxamide (301 mg) and 2-(4-chloro-3,5-dimethoxyphenyl) 4-chloromethyl pyridine (600 mg) were coupled in the same manner as described in Example 2 to give the title compound.